From a dataset of the Open Reaction Database (ORD), a public repository of structured organic reaction records. describe an organic reaction: reactants, conditions, products, and yield The reactants are ON=C(c1ccccc1)c1ccccc1, C1CCOC1, CI, [H-], [Na+]. The product is ON=C(c1ccccc1)c1ccccc1, CCOCC. RXN SMILES: [C:1]([c:2]1[cH:3][cH:4][cH:5][cH:6][cH:7]1)([c:8]1[cH:9][cH:10][cH:11][cH:12][cH:13]1)=[N:14][OH:15].[CH2:20]1[CH2:21][CH2:22][CH2:23][O:24]1.[CH3:18][I:19].[H-:17].[Na+:16]>>[C:1]([c:2]1[cH:3][cH:4][cH:5][cH:6][cH:7]1)([c:8]1[cH:9][cH:10][cH:11][cH:12][cH:13]1)=[N:14][OH:15].[CH2:20]([CH3:21])[O:24][CH2:23][CH3:22]. The reactants are COC=1C=C2C=CC(=CC2=CC1)C=O (6-Methoxy-2-naphthaldehyde). The solvent is CC(=O)C (acetone). Run at time 24 hour. The product is COC=1C=C2C=CC(=CC2=CC1)C=CC(C)=O (4-(6-methoxy-2-naphthyl)-but-3-en-2-one). Yield: 169.0%. RXN SMILES: [CH3:1][O:2][C:3]1[CH:4]=[C:5]2[C:10](=[CH:11][CH:12]=1)[CH:9]=[C:8]([CH:13]=O)[CH:7]=[CH:6]2>CC(C)=O>[CH3:1][O:2][C:3]1[CH:4]=[C:5]2[C:10](=[CH:11][CH:12]=1)[CH:9]=[C:8]([CH:13]=[CH:12][C:3](=[O:2])[CH3:4])[CH:7]=[CH:6]2. Reported procedure: 6-Methoxy-2-naphthaldehyde (110 g, 0.591 mol), basic alumina (175 g; Aldrich Chemical Co. Inc.), and acetone (1000 mL) were added to a 2-L 3-neck flask with condenser, mechanical stirrer, and thermocouple attached. The reaction was heated to reflux for 22 hrs, filtered while still hot, and washed with hot ethyl acetate (3×100 mL). The combined organics were concentrated and then put under high vacuum for 24 hours, affording 113.0 g (85%) of 4-(6-methoxy-2-naphthyl)-but-3-en-2-one (93% GC purity)...